Dataset: the Open Reaction Database (ORD), a public repository of structured organic reaction records. Task: describe an organic reaction: reactants, conditions, products, and yield The reactants are FC(C1=CC=C(C=C1)S(=O)(=O)N1CCN(CC1)C(=O)N1CCN(CC1)C1=NC=NC(=C1)Cl)(F)F (1-(4-triflouromethylphenylsulphonyl )-4-[1-(6-chloro-pyrimidin-4-yl)piperazin-4-ylcarbonyl]piperazine), CN (methylamine). Solvent: C(C)O (ethanol). Yields the product FC(C1=CC=C(C=C1)S(=O)(=O)N1CCN(CC1)C(=O)N1CCN(CC1)C1=NC=NC(=C1)NC)(F)F (1-(4-triflouromethylphenylsulphonyl)-4-[1-(6-metliylamino-pyrimidin-4-yl)piperazin-4-ylcarbonyl]piperazine). As a reaction SMILES: [F:1][C:2]([F:34])([F:33])[C:3]1[CH:8]=[CH:7][C:6]([S:9]([N:12]2[CH2:17][CH2:16][N:15]([C:18]([N:20]3[CH2:25][CH2:24][N:23]([C:26]4[CH:31]=[C:30](Cl)[N:29]=[CH:28][N:27]=4)[CH2:22][CH2:21]3)=[O:19])[CH2:14][CH2:13]2)(=[O:11])=[O:10])=[CH:5][CH:4]=1.[CH3:35][NH2:36]>C(O)C>[F:1][C:2]([F:34])([F:33])[C:3]1[CH:8]=[CH:7][C:6]([S:9]([N:12]2[CH2:17][CH2:16][N:15]([C:18]([N:20]3[CH2:25][CH2:24][N:23]([C:26]4[CH:31]=[C:30]([NH:36][CH3:35])[N:29]=[CH:28][N:27]=4)[CH2:22][CH2:21]3)=[O:19])[CH2:14][CH2:13]2)(=[O:11])=[O:10])=[CH:5][CH:4]=1. Reported procedure: A solution of 1-(4-triflouromethylphenylsulphonyl )-4-[1-(6-chloro-pyrimidin-4-yl)piperazin-4-ylcarbonyl]piperazine (26.0 g) in 33% methylamine in ethanol (400 ml) was heated at 110° C. in a Carius tube for 8 hours. The mixture was evaporated to dryness and the residue recrystallised from methanol to give, as a solid 1-(4-triflouromethylphenylsulphonyl)-4-[1-(6-metliylamino-pyrimidin-4-yl)piperazin-4-ylcarbonyl]piperazine (13.67 g), mp 230-231° C. Found C, 49.10; H, 4.90 and N, 19.00%. C21H26F3N... Starting materials: CC(=O)OC1CCC2(C)C3=C(C(=O)CC2C1)C1CCC(C(C)CCCC(C)C)C1(C)CC3, CCO, Cl, [Na+], [OH-], O. The product is CC(C)CCCC(C)C1CCC2C3=C(CCC21C)C1(C)CCC(O)CC1CC3=O. Reaction SMILES: [C:1](=[O:2])([CH3:3])[O:4][CH:5]1[CH2:6][CH:7]2[CH2:8][C:9](=[O:32])[C:10]3=[C:26]([CH2:25][CH2:24][C:23]4([CH3:31])[CH:11]3[CH2:12][CH2:13][CH:14]4[CH:15]([CH2:16][CH2:17][CH2:18][CH:19]([CH3:20])[CH3:21])[CH3:22])[C:27]2([CH3:30])[CH2:28][CH2:29]1.[CH3:35][CH2:36][OH:37].[ClH:33].[Na+:39].[OH-:38].[OH2:34]>>[OH:4][CH:5]1[CH2:6][CH:7]2[CH2:8][C:9](=[O:32])[C:10]3=[C:26]([CH2:25][CH2:24][C:23]4([CH3:31])[CH:11]3[CH2:12][CH2:13][CH:14]4[CH:15]([CH2:16][CH2:17][CH2:18][CH:19]([CH3:20])[CH3:21])[CH3:22])[C:27]2([CH3:30])[CH2:28][CH2:29]1. The reactants are NC=1SC2=C(N=C(N=C2N[C@@H](CO)CC(C)C)SCC2=CC=CC=C2)N1 ((R)-2-(2-amino-5-phenylmethylthio-thiazolo[4,5-d]pyrimidin-7-ylamino)-4-methyl-pentan-1-ol), C(CC(C)C)ON=O (isoamylnitrite), C(Br)(Br)Br (bromoform). The solvent is C(C)#N (acetonitrile). Run at temperature 60 celsius. The product is C1(=CC=CC=C1)CSC=1N=C(C2=C(N1)N=C(S2)Br)N[C@@H](CO)CC(C)C ((R)-2-(5-Phenylmethylthio-2-bromo-thiazolo[4,5-d]pyrimidin-7-ylamino)-4-methyl-pentan-1-ol). Yield: 40.0%. RXN SMILES: N[C:2]1[S:3][C:4]2[C:9]([NH:10][C@H:11]([CH2:14][CH:15]([CH3:17])[CH3:16])[CH2:12][OH:13])=[N:8][C:7]([S:18][CH2:19][C:20]3[CH:25]=[CH:24][CH:23]=[CH:22][CH:21]=3)=[N:6][C:5]=2[N:26]=1.C(ON=O)CC(C)C.C(Br)(Br)[Br:36]>C(#N)C>[C:20]1([CH2:19][S:18][C:7]2[N:8]=[C:9]([NH:10][C@H:11]([CH2:14][CH:15]([CH3:17])[CH3:16])[CH2:12][OH:13])[C:4]3[S:3][C:2]([Br:36])=[N:26][C:5]=3[N:6]=2)[CH:25]=[CH:24][CH:23]=[CH:22][CH:21]=1. Procedure details: To a suspension of (R)-2-(2-amino-5-phenylmethylthio-thiazolo[4,5-d]pyrimidin-7-ylamino)-4-methyl-pentan-1-ol (WO 00/09511) (131 mg, 0.34 mmol) in bromoform (6 mL) and anhydrous acetonitrile (2.5 mL), isoamylnitrite (158 μL, 1.2 mmol) was added. The mixture was heated at 60° C. under a nitrogen atmosphere for 30 minutes followed by evaporation of the solvent. The crude, red solid was flash chromatographed on silica (eluent—ethyl acetate:dichloromethane, 10:90) and the product was dried in vacuo ... Reactants: CCCC[N+](CCCC)(CCCC)CCCC, C1CCOC1, Cc1cc(C(=O)C(C)c2ccc(Oc3ccc(C#N)cc3)cc2Cl)ccn1, [F-], C[Si](C)(C)C(F)(F)F, O, O, O. Yields the product Cc1cc(C(O)(C(C)c2ccc(Oc3ccc(C#N)cc3)cc2Cl)C(F)(F)F)ccn1. RXN SMILES: [CH2:13]([N+:14]([CH2:15][CH2:16][CH2:17][CH3:18])([CH2:19][CH2:20][CH2:21][CH3:22])[CH2:23][CH2:24][CH2:25][CH3:26])[CH2:27][CH2:28][CH3:29].[CH2:57]1[O:58][CH2:59][CH2:60][CH2:61]1.[Cl:30][c:31]1[cH:32][c:33]([O:34][c:35]2[cH:36][cH:37][c:38]([C:39]#[N:40])[cH:41][cH:42]2)[cH:43][cH:44][c:45]1[CH:46]([C:47](=[O:48])[c:49]1[cH:50][c:51]([CH3:55])[n:52][cH:53][cH:54]1)[CH3:56].[F-:12].[F:1][C:2]([F:3])([F:4])[Si:5]([CH3:6])([CH3:7])[CH3:8].[OH2:10].[OH2:11].[OH2:9]>>[F:1][C:2]([F:3])([F:4])[C:47]([CH:46]([c:45]1[c:31]([Cl:30])[cH:32][c:33]([O:34][c:35]2[cH:36][cH:37][c:38]([C:39]#[N:40])[cH:41][cH:42]2)[cH:43][cH:44]1)[CH3:56])([OH:48])[c:49]1[cH:50][c:51]([CH3:55])[n:52][cH:53][cH:54]1. Reactants: C(C)(=O)SCC(C(=O)NC=1C(=NC=CC1)C(=O)OC)C (methyl 3-(2-acetylthiomethyl-propionamido)-picolinate), C(C)(=O)SCC(C(=O)NC1=C(C(=O)OC)C=CC=N1)C (methyl 2-(2-acetylthiomethyl-propionamido)-nicotinate). Run in C(C)(=O)OCC (ethyl acetate). Product: SCC(C(=O)NC=1C(=NC=CC1)C(=O)OC)C (methyl 3-(2-mercaptomethyl-propionamido)-picolinate). Reaction SMILES: C([S:4][CH2:5][CH:6]([CH3:20])[C:7]([NH:9][C:10]1[C:11]([C:16]([O:18][CH3:19])=[O:17])=[N:12][CH:13]=[CH:14][CH:15]=1)=[O:8])(=O)C.C(SCC(C)C(NC1N=CC=CC=1C(OC)=O)=O)(=O)C>C(OCC)(=O)C>[SH:4][CH2:5][CH:6]([CH3:20])[C:7]([NH:9][C:10]1[C:11]([C:16]([O:18][CH3:19])=[O:17])=[N:12][CH:13]=[CH:14][CH:15]=1)=[O:8]. Reported procedure: Following the procedure of Example 2, but substituting an equivalent amount of methyl 3-(2-acetylthiomethyl-propionamido)-picolinate, obtained as disclosed in Example 24, for methyl 2-(2-acetylthiomethyl-propionamido)-nicotinate and using ethyl acetate as eluent for the chromatography column, methyl 3-(2-mercaptomethyl-propionamido)-picolinate is obtained; m.p. 55°-56° C., from petroleum ether. Solvent: O (H2O), O1CCOCC1 (dioxane). Reported procedure: H-Glu(OtBu)-OH (Rf(BuOH/AcOH/H2O 4:1:1 v/v/v): 0.52, [α]D=+9.3° C.=1.05 H2O, mp: 181° C. (dec.); lit24: [α]D=+9.8° C.=2 H2O, mp: 182° C.) (2.0 g, 9.85 mmol), NaHCO3 (1.86 g, 22.2 mmol, 2.25 eq.) were dissolved in H2O (40 mL) and Boc2O25 (2.36 g, 10.8 mmol, 1.10 eq.) dissolved in dioxane (20 mL) was added. The reaction mixture became turbid and gas evolution started. After 3 hrs of stirring at room temperature, the reaction mixture was partially evaporated in vacuo. The aqueous solution was acidi... As a reaction SMILES: [NH2:1][C@H:2]([C:12]([OH:14])=[O:13])[CH2:3][CH2:4][C:5](=[O:11])[O:6][C:7]([CH3:10])([CH3:9])[CH3:8].[C:15]([O-:18])(O)=[O:16].[Na+]>O.O1CCOCC1>[NH:1]([C:15]([O:18][C:7]([CH3:10])([CH3:9])[CH3:8])=[O:16])[C@H:2]([C:12]([OH:14])=[O:13])[CH2:3][CH2:4][C:5](=[O:11])[O:6][C:7]([CH3:10])([CH3:8])[CH3:9] |f:1.2|. The reactants are N[C@@H](CCC(OC(C)(C)C)=O)C(=O)O (H-Glu(OtBu)-OH), C(=O)(O)[O-].[Na+] (NaHCO3). Yields the product N([C@@H](CCC(OC(C)(C)C)=O)C(=O)O)C(=O)OC(C)(C)C (Boc-Glu(OtBu)-OH). Conditions: time 3 hour. Starting materials: CC1=C2C=CNC2=CC=C1 (4-methylindole), [Cl-].ClC1=C(C=[N+](C)C)C=CC(=C1)F ((2-chloro-4-fluoro-benzylidene)-dimethyl-ammonium chloride), ClC1=C(C=O)C=CC(=C1)F (2-chloro-4-fluoro-benzaldehyde), CNC (dimethylamine). Yields the product ClC1=C(C=CC(=C1)F)C(C1=CNC2=CC=CC(=C12)C)N(C)C ([(2-Chloro-4-fluoro-phenyl)-(4-methyl-1H-indol-3-yl)-methyl]-dimethyl-amine). RXN SMILES: [CH3:1][C:2]1[CH:10]=[CH:9][CH:8]=[C:7]2[C:3]=1[CH:4]=[CH:5][NH:6]2.[Cl-].[Cl:12][C:13]1[CH:22]=[C:21]([F:23])[CH:20]=[CH:19][C:14]=1[CH:15]=[N+:16]([CH3:18])[CH3:17].ClC1C=C(F)C=CC=1C=O.CNC>>[Cl:12][C:13]1[CH:22]=[C:21]([F:23])[CH:20]=[CH:19][C:14]=1[CH:15]([N:16]([CH3:18])[CH3:17])[C:4]1[C:3]2[C:7](=[CH:8][CH:9]=[CH:10][C:2]=2[CH3:1])[NH:6][CH:5]=1 |f:1.2|. Reported procedure: The preparation was carried out in accordance with general synthesis instructions 4 from 4-methylindole and (2-chloro-4-fluoro-benzylidene)-dimethyl-ammonium chloride, which had been prepared in accordance with example 24 from 2-chloro-4-fluoro-benzaldehyde and dimethylamine. The reactants are Cl.NCCC1=CC=C(C=C1)CCCCC(=O)OCC (ethyl 5-[4-(2-aminoethyl)-phenyl]-pentanoate hydrochloride), Cl (hydrochloride). Reagents/catalysts: [Pt] (platinum). Solvent: C(C)(=O)O (acetic acid). Yields the product Cl.NCCC1CCC(CC1)CCCCC(=O)OCC (ethyl 5-[4-(2-aminoethyl)-cyclohexyl]-pentanoate hydrochloride). The yield is 57.0%. As a reaction SMILES: [ClH:1].[NH2:2][CH2:3][CH2:4][C:5]1[CH:10]=[CH:9][C:8]([CH2:11][CH2:12][CH2:13][CH2:14][C:15]([O:17][CH2:18][CH3:19])=[O:16])=[CH:7][CH:6]=1.Cl>C(O)(=O)C.[Pt]>[ClH:1].[NH2:2][CH2:3][CH2:4][CH:5]1[CH2:10][CH2:9][CH:8]([CH2:11][CH2:12][CH2:13][CH2:14][C:15]([O:17][CH2:18][CH3:19])=[O:16])[CH2:7][CH2:6]1 |f:0.1,5.6|. Procedure details: by hydrogenation of ethyl 5-[4-(2-aminoethyl)-phenyl]-pentanoate hydrochloride in the presence of platinum in glacial acetic acid. Yield 57% of theory; hydrochloride wax-like substance.